Dataset: the Open Reaction Database (ORD), a public repository of structured organic reaction records. Task: describe an organic reaction: reactants, conditions, products, and yield The reactants are FC1=C(C=CC(=C1)F)[C@@]1(O[C@H]1C)CN1N=CN=C1 ((2R,3S)-2-(2,4-difluorophenyl)-3-methyl-2-(1H-1,2,4-triazol-1-yl)methyloxirane), N=1N(N=NC1)C1=CC=C(C=C1)N1C(NC=C1)=O (1-[4-(2H-2-tetrazolyl)phenyl]-2(1H,3H)-imidazolone). Yields the product FC1=C(C=CC(=C1)F)[C@]([C@@H](C)N1C(N(C=C1)C1=CC=C(C=C1)N1N=CN=N1)=O)(CN1N=CN=C1)O (1-[(1R,2R)-2-(2,4-difluorophenyl)-2-hydroxy-1-methyl-3-(1H-1,2,4-triazol-1-yl)propyl]-3-[4-(2H-2-tetrazolyl)phenyl]-2(1H,3H)-imidazolone). As a reaction SMILES: [F:1][C:2]1[CH:7]=[C:6]([F:8])[CH:5]=[CH:4][C:3]=1[C@@:9]1([CH2:13][N:14]2[CH:18]=[N:17][CH:16]=[N:15]2)[C@H:11]([CH3:12])[O:10]1.[N:19]1[N:20]([C:24]2[CH:29]=[CH:28][C:27]([N:30]3[CH:34]=[CH:33][NH:32][C:31]3=[O:35])=[CH:26][CH:25]=2)[N:21]=[N:22][CH:23]=1>>[F:1][C:2]1[CH:7]=[C:6]([F:8])[CH:5]=[CH:4][C:3]=1[C@@:9]([OH:10])([CH2:13][N:14]1[CH:18]=[N:17][CH:16]=[N:15]1)[C@H:11]([N:32]1[CH:33]=[CH:34][N:30]([C:27]2[CH:26]=[CH:25][C:24]([N:20]3[N:21]=[N:22][CH:23]=[N:19]3)=[CH:29][CH:28]=2)[C:31]1=[O:35])[CH3:12]. Procedure details: (2R,3S)-2-(2,4-difluorophenyl)-3-methyl-2-(1H-1,2,4-triazol-1-yl)methyloxirane was reacted with 1-[4-(2H-2-tetrazolyl)phenyl]-2(1H,3H)-imidazolone in the same manner as in Working Example 11 to give 1-[(1R,2R)-2-(2,4-difluorophenyl)-2-hydroxy-1-methyl-3-(1H-1,2,4-triazol-1-yl)propyl]-3-[4-(2H-2-tetrazolyl)phenyl]-2(1H,3H)-imidazolone (Compound 26). Starting materials: BrC1=CC=C(S1)C1=NC=CC(=C1)N1CCN(CC1)C (1-[2-(5-bromo-thiophen-2-yl)-pyridin-4-yl]-4-methyl-piperazine), [Cu]C#N (copper(I) cyanide), CCOC(=O)C (EtOAc). Run in CN(C)C=O (DMF). Yields the product CN1CCN(CC1)C1=CC(=NC=C1)C1=CC=C(S1)C#N (5-[4-(4-Methyl-piperazin-1-yl)-pyridin-2-yl]-thiophene-2-carbonitrile). RXN SMILES: Br[C:2]1[S:6][C:5]([C:7]2[CH:12]=[C:11]([N:13]3[CH2:18][CH2:17][N:16]([CH3:19])[CH2:15][CH2:14]3)[CH:10]=[CH:9][N:8]=2)=[CH:4][CH:3]=1.[Cu][C:21]#[N:22].CCOC(C)=O>CN(C=O)C>[CH3:19][N:16]1[CH2:17][CH2:18][N:13]([C:11]2[CH:10]=[CH:9][N:8]=[C:7]([C:5]3[S:6][C:2]([C:21]#[N:22])=[CH:3][CH:4]=3)[CH:12]=2)[CH2:14][CH2:15]1. Reported procedure: A mixture of 1-[2-(5-bromo-thiophen-2-yl)-pyridin-4-yl]-4-methyl-piperazine (41 mg, 0.13 mmol) and copper(I) cyanide (55 mg, 0.62 mmol) was heated in DMF at 180° C. by microwave for 30 minutes. After cooling, EtOAc was added and the resulting mixture was passed through Celite®. The filtrate was washed with water and the organic layer was concentrated. The resulting residue was purified by preparative TLC to yield the title compound.